From a dataset of the Open Reaction Database (ORD), a public repository of structured organic reaction records. describe an organic reaction: reactants, conditions, products, and yield The reactants are ClC=1C=C(N)C=C(C1OCC(F)(F)F)Cl (3,5-Dichloro-4-(2,2,2-trifluoroethoxy)aniline), N(=O)OCCC(C)C (isopentyl nitrite). Solvent: C1CCOC1 (THF). Product: ClC1=C(C(=CC=C1)Cl)OCC(F)(F)F (1,3-dichloro-2-(2,2,2-trifluoroethoxy)benzene). Reaction SMILES: [Cl:1][C:2]1[CH:3]=[C:4]([CH:6]=[C:7]([Cl:15])[C:8]=1[O:9][CH2:10][C:11]([F:14])([F:13])[F:12])N.N(OCCC(C)C)=O>C1COCC1>[Cl:1][C:2]1[CH:3]=[CH:4][CH:6]=[C:7]([Cl:15])[C:8]=1[O:9][CH2:10][C:11]([F:12])([F:13])[F:14]. Procedure: 3,5-Dichloro-4-(2,2,2-trifluoroethoxy)aniline (1.60 g, 6.15 mmol) in THF (20 mL) was added isopentyl nitrite (2.94 g, 17.22 mmol) dropwise. The resulting solution was refluxed for 6 h and the solvent was removed under reduced pressure. The residue was purified by column chromatography over silica gel eluted with PE to provide 1,3-dichloro-2-(2,2,2-trifluoroethoxy)benzene as colorless oil. Starting materials: COC(C)(C)C, CC(C)OC(=O)C1SCC(C)C1=NO, Cl. Product: CC(C)OC(=O)C1SCC(Cl)C1=NO. As a reaction SMILES: [CH3:16][O:17][C:18]([CH3:19])([CH3:20])[CH3:21].[CH3:1][CH:2]1[C:3](=[N:13][OH:14])[CH:4]([C:7](=[O:8])[O:9][CH:10]([CH3:11])[CH3:12])[S:5][CH2:6]1.[ClH:15]>>[CH:2]1([Cl:15])[C:3](=[N:13][OH:14])[CH:4]([C:7](=[O:8])[O:9][CH:10]([CH3:11])[CH3:12])[S:5][CH2:6]1. Reactants: N([C@@H](C(C)C)C(=O)O)C(=O)OC(C)(C)C (Boc-Val-OH), O.OC1=CC=CC=2NN=NC21 (hydroxybenzotriazole hydrate), C(C)(=O)OCC (ethyl acetate), CN1CCOCC1 (N-methylmorpholine), C1(CCCCC1)N=C=NC1CCCCC1 (dicyclohexylcarbodiimide), C(C)(=O)OCC (ethyl acetate), HCl.H2N-Asp(OAllyl)-OBzl, mixture. The solvent is CN(C=O)C (dimethylformamide), CN(C=O)C (dimethylformamide). Run at temperature 5 celsius, time 2 hour. Product: N([C@@H](C(C)C)C(=O)N[C@@H](CC(OCC=C)=O)C(=O)OCC1=CC=CC=C1)C(=O)OC(C)(C)C (Boc-Val-Asp(OAllyl)-OBzl). RXN SMILES: [NH:1]([C:9]([O:11][C:12]([CH3:15])([CH3:14])[CH3:13])=[O:10])[C@H:2]([C:6]([OH:8])=O)[CH:3]([CH3:5])[CH3:4].[OH2:16].O[C:18]1[C:26]2N=NN[C:22]=2[CH:21]=[CH:20][CH:19]=1.C1(N=C=N[CH:36]2[CH2:41][CH2:40]CCC2)CCCCC1.C[N:43]1[CH2:48][CH2:47][O:46][CH2:45]C1.[C:49]([O:52]CC)(=[O:51])[CH3:50]>CN(C)C=O>[NH:1]([C:9]([O:11][C:12]([CH3:15])([CH3:14])[CH3:13])=[O:10])[C@H:2]([C:6]([NH:43][C@H:48]([C:47]([O:46][CH2:45][C:18]1[CH:26]=[CH:22][CH:21]=[CH:20][CH:19]=1)=[O:16])[CH2:50][C:49](=[O:51])[O:52][CH2:40][CH:41]=[CH2:36])=[O:8])[CH:3]([CH3:4])[CH3:5] |f:1.2|. Procedure: To a solution of Boc-Val-OH (25.4 g, 116.7 mmol) in ethyl acetate (85 mL) is added hydroxybenzotriazole hydrate (16.55 g, 122.5 mmol) in dimethylformamide (122.3 mL). The mixture is cooled to 5° C. and a solution of dicyclohexylcarbodiimide (25.2 g, 122.5 mmol) in ethyl acetate (58.7 mL) is added over 1 hour during which time the temperature rises to about 18° C. and dicyclohexyl urea precipitates. Cooling is ceased and the mixture is stirred for 2 hours and a solution of HCl.H2N-Asp(OAllyl)-OBz... Reactants: COC1(CCOCC1)C=1C=C(C=CC1)COCC(=O)OC (methyl 3-[(4-methoxy)-tetrahydropyran-4-yl]phenylmethoxy-acetate), [Li+].[OH-] (LiOH), CO (methanol). Run in O (water). Product: COC1(CCOCC1)C=1C=C(C=CC1)C(C(=O)O)OC (3-[(4-methoxy)-tetrahydropyran-4-yl]phenyl-methoxyacetic acid). Yield: 97.0%. As a reaction SMILES: [CH3:1][O:2][C:3]1([C:9]2[CH:10]=[C:11]([CH2:15][O:16][CH2:17]C(OC)=O)[CH:12]=[CH:13][CH:14]=2)[CH2:8][CH2:7][O:6][CH2:5][CH2:4]1.[Li+].[OH-:23].[CH3:24][OH:25]>O>[CH3:1][O:2][C:3]1([C:9]2[CH:10]=[C:11]([CH:15]([O:16][CH3:17])[C:24]([OH:25])=[O:23])[CH:12]=[CH:13][CH:14]=2)[CH2:4][CH2:5][O:6][CH2:7][CH2:8]1 |f:1.2|. Reported procedure: A solution of methyl 3-[(4-methoxy)-tetrahydropyran-4-yl]phenylmethoxy-acetate (Step 1) (0.5 g, 1.7 mmol) and LiOH (0.18 g, 4.25 mmol) in 10% water and methanol (5 mL) was stirred for 6 h at room temperature. The solvents were removed at reduced pressure, and the concentrated residue was partitioned between ethyl acetate (100 mL) and 1 N HCl (30 mL). The organic layer was separated and washed with saturated brine (1×100 mL), dried over magnesium sulfate, filtered and concentrated. The concentrat...